This data is from the Open Reaction Database (ORD), a public repository of structured organic reaction records. The task is: describe an organic reaction: reactants, conditions, products, and yield Starting materials: CCC(C)CBr, C[Si](Cl)(Cl)Cl, CCOCC, CCCCCC, CCC(C)CCl, I, [Mg], C1CCOC1. Product: CCC(C)C[Si](C)(Cl)Cl. Reaction SMILES: [Br:3][CH2:4][CH:5]([CH2:6][CH3:7])[CH3:8].[CH3:15][Si:16]([Cl:17])([Cl:18])[Cl:19].[CH3:20][CH2:21][O:22][CH2:23][CH3:24].[CH3:25][CH2:26][CH2:27][CH2:28][CH2:29][CH3:30].[Cl:9][CH2:10][CH:11]([CH3:12])[CH2:13][CH3:14].[I:2].[Mg:1].[O:31]1[CH2:32][CH2:33][CH2:34][CH2:35]1>>[CH2:4]([CH:5]([CH2:6][CH3:7])[CH3:8])[Si:16]([CH3:15])([Cl:17])[Cl:18]. Starting materials: ClCCl, O=C1CCC(=O)N1Br, c1ccc(P(c2ccccc2)c2ccccc2)cc1, OCCCCc1ccccc1. The product is BrCCCCc1ccccc1. Reaction SMILES: [Cl:39][CH2:40][Cl:41].[O:31]=[C:32]1[N:33]([Br:38])[C:34](=[O:35])[CH2:36][CH2:37]1.[c:12]1([P:13]([c:14]2[cH:15][cH:16][cH:17][cH:18][cH:19]2)[c:20]2[cH:21][cH:22][cH:23][cH:24][cH:25]2)[cH:26][cH:27][cH:28][cH:29][cH:30]1.[c:1]1([CH2:7][CH2:8][CH2:9][CH2:10][OH:11])[cH:2][cH:3][cH:4][cH:5][cH:6]1>>[c:1]1([CH2:7][CH2:8][CH2:9][CH2:10][Br:38])[cH:2][cH:3][cH:4][cH:5][cH:6]1.